Dataset: the Open Reaction Database (ORD), a public repository of structured organic reaction records. Task: describe an organic reaction: reactants, conditions, products, and yield Starting materials: COC(CC1=CC(=CC=C1)OCC[C@H](C)OS(=O)(=O)C1=CC=C(C=C1)C)=O ({3-[(S)-3-(Toluene-4-sulfonyloxy)-butoxy]-phenyl}-acetic acid methyl ester), C1(=CC=CC=C1)[C@@H](CN)C ((S)-2-Phenyl-propylamine), C([O-])([O-])=O.[K+].[K+] (potassium carbonate). Solvent: C(C)#N (acetonitrile). Reaction conditions: time 6 day. Yields the product COC(CC1=CC(=CC=C1)OCC[C@@H](C)NC[C@@H](C)C1=CC=CC=C1)=O ({3-[(R)-3-((S)-2-Phenyl-propylamino)-butoxy]-phenyl}-acetic acid methyl ester). Yield: 66.2%. RXN SMILES: [CH3:1][O:2][C:3](=[O:27])[CH2:4][C:5]1[CH:10]=[CH:9][CH:8]=[C:7]([O:11][CH2:12][CH2:13][C@@H:14](OS(C2C=CC(C)=CC=2)(=O)=O)[CH3:15])[CH:6]=1.[C:28]1([C@H:34]([CH3:37])[CH2:35][NH2:36])[CH:33]=[CH:32][CH:31]=[CH:30][CH:29]=1.C(=O)([O-])[O-].[K+].[K+]>C(#N)C>[CH3:1][O:2][C:3](=[O:27])[CH2:4][C:5]1[CH:10]=[CH:9][CH:8]=[C:7]([O:11][CH2:12][CH2:13][C@H:14]([NH:36][CH2:35][C@H:34]([C:28]2[CH:33]=[CH:32][CH:31]=[CH:30][CH:29]=2)[CH3:37])[CH3:15])[CH:6]=1 |f:2.3.4|. Reported procedure: A solution of {3-[(S)-3-(Toluene-4-sulfonyloxy)-butoxy]-phenyl}-acetic acid methyl ester (0.2 g, 0.51 mmol) and (S)-2-Phenyl-propylamine (0.19, 0.77 mmol) in acetonitrile (30 ml) was treated with solid potassium carbonate (0.149, 1.02 mmol). The reaction was heated to reflux and stirred for six days. Upon cooling to room temperature, the reaction was filtered through a pad of celite, washed with EtOAc, and the filtrate was concentrated in vacuo. The crude product was purified by column chromatog... The reactants are C(C)(C)(C)OC(NC1CCN(CC1)CC1=CNC2=CC(=CC=C12)OC=1SC2=C(N1)C=CC=C2)=O ({1-[6-(benzothiazol-2-yloxy)-1H-indol-3-ylmethyl]-piperidin-4-yl}-carbamic acid tert-butyl ester), Cl (HCl). Run in C(Cl)Cl (DCM), O1CCOCC1 (dioxane). Conditions: time 4 hour. Yields the product Cl.Cl.S1C(=NC2=C1C=CC=C2)OC2=CC=C1C(=CNC1=C2)CN2CCC(CC2)N (1-[6-(Benzothiazol-2-yloxy)-1H-indol-3-ylmethyl]-piperidin-4-ylamine 2HCl). Isolated yield 100.0%. RXN SMILES: C(OC(=O)[NH:7][CH:8]1[CH2:13][CH2:12][N:11]([CH2:14][C:15]2[C:23]3[C:18](=[CH:19][C:20]([O:24][C:25]4[S:26][C:27]5[CH:33]=[CH:32][CH:31]=[CH:30][C:28]=5[N:29]=4)=[CH:21][CH:22]=3)[NH:17][CH:16]=2)[CH2:10][CH2:9]1)(C)(C)C.[ClH:35]>C(Cl)Cl.O1CCOCC1>[ClH:35].[ClH:35].[S:26]1[C:27]2[CH:33]=[CH:32][CH:31]=[CH:30][C:28]=2[N:29]=[C:25]1[O:24][C:20]1[CH:19]=[C:18]2[C:23]([C:15]([CH2:14][N:11]3[CH2:12][CH2:13][CH:8]([NH2:7])[CH2:9][CH2:10]3)=[CH:16][NH:17]2)=[CH:22][CH:21]=1 |f:4.5.6|. Reported procedure: To a solution of {1-[6-(benzothiazol-2-yloxy)-1H-indol-3-ylmethyl]-piperidin-4-yl}-carbamic acid tert-butyl ester (500 mg, 1.04 mmol) in DCM (20 mL) was added 4 M HCl in dioxane (20 mL) and the resulting reaction mixture was stirred (rt, 4 h). The reaction mixture was concentrated in vacuo to provide the title compounds as a tan solid (470 mg, 100%). MS (ESI): mass calcd. for C21H22N4OS, 378.5; m/z found, 379.2 [M+H]+. Starting materials: ClC1=NC=NC2=CC=C(C=C12)SC (4-chloro-6-methylthioquinazoline), C(C1=CC=2OCOC2C=C1)N (piperonylamine), C([O-])([O-])=O.[Na+].[Na+] (sodium carbonate). The solvent is C(C)(C)O (isopropyl alcohol). Product: C1OC=2C=C(CNC3=NC=NC4=CC=C(C=C34)SC)C=CC2O1 (4-(3,4-Methylenedioxybenzyl)amino-6-methylthioquinazoline). The yield is 83.4%. Reaction SMILES: Cl[C:2]1[C:11]2[C:6](=[CH:7][CH:8]=[C:9]([S:12][CH3:13])[CH:10]=2)[N:5]=[CH:4][N:3]=1.[CH2:14]([NH2:24])[C:15]1[CH:23]=[CH:22][C:21]2[O:20][CH2:19][O:18][C:17]=2[CH:16]=1.C(=O)([O-])[O-].[Na+].[Na+]>C(O)(C)C>[CH2:19]1[O:20][C:21]2[CH:22]=[CH:23][C:15]([CH2:14][NH:24][C:2]3[C:11]4[C:6](=[CH:7][CH:8]=[C:9]([S:12][CH3:13])[CH:10]=4)[N:5]=[CH:4][N:3]=3)=[CH:16][C:17]=2[O:18]1 |f:2.3.4|. Procedure details: 4.12 g(0.0196 mol) of 4-chloro-6-methylthioquinazoline, 3.70 g (0.0245 mol) of piperonylamine and 3.50 g (0.0330 mol) of sodium carbonate were mixed with 100 ml of isopropyl alcohol. The obtained mixture was heated under reflux for 24 hours and distilled under a reduced pressure to remove the solvent. The obtained residue was purified by silica gel column chromatography (ethyl acetate/n-hexane) and recrystallized from chloroform/n-hexane to give 5.32 g of the title compound as a pale-yellow crys... The reactants are C(C)(=O)O (acetic acid), C(=O)(O)C(C(=C)C)N1C(C(C1SN1C(C=2C(C1=O)=CC=CC2)=O)NC(COC2=CC=CC=C2)=O)=O (1-(1-carboxy-2-methylprop-2-enyl)-3-phenoxyacetamido-4-phthalimidothio-azetidin-2-one), [N+](=[N-])=C (diazomethane). Run in O1CCCC1 (tetrahydrofuran), C(C)OCC (diethyl ether). The product is COC(=O)C(C(=C)C)N1C(C(C1SN1C(C=2C(C1=O)=CC=CC2)=O)NC(COC2=CC=CC=C2)=O)=O (1-(1-methoxycarbonyl-2-methylprop-2-enyl)-3-phenoxyacetamido-4-phthalimidothio-azetidin-2-one). The yield is 77.1%. RXN SMILES: [C:1]([CH:4]([N:8]1[CH:11]([S:12][N:13]2[C:17](=[O:18])[C:16]3=[CH:19][CH:20]=[CH:21][CH:22]=[C:15]3[C:14]2=[O:23])[CH:10]([NH:24][C:25](=[O:34])[CH2:26][O:27][C:28]2[CH:33]=[CH:32][CH:31]=[CH:30][CH:29]=2)[C:9]1=[O:35])[C:5]([CH3:7])=[CH2:6])([OH:3])=[O:2].[N+](=[CH2:38])=[N-].C(O)(=O)C>O1CCCC1.C(OCC)C>[CH3:38][O:2][C:1]([CH:4]([N:8]1[CH:11]([S:12][N:13]2[C:17](=[O:18])[C:16]3=[CH:19][CH:20]=[CH:21][CH:22]=[C:15]3[C:14]2=[O:23])[CH:10]([NH:24][C:25](=[O:34])[CH2:26][O:27][C:28]2[CH:33]=[CH:32][CH:31]=[CH:30][CH:29]=2)[C:9]1=[O:35])[C:5]([CH3:7])=[CH2:6])=[O:3]. Procedure: To a solution of 2.4 g (4.8 mmoles) of 1-(1-carboxy-2-methylprop-2-enyl)-3-phenoxyacetamido-4-phthalimidothio-azetidin-2-one in 20 ml of tetrahydrofuran was added a solution of 6 mmoles of diazomethane in diethyl ether. The clear solution was treated with acetic acid to remove excess diazomethane and was concentrated to a small volume. After addition of diethyl ether the formed precipitate was filtered off and dried to obtain 1.9 g (3.7 mmoles or 76% yield) of 1-(1-methoxycarbonyl-2-methylprop-2... Reactants: CCO, [H][H], NCCc1c(N)cc([N+](=O)[O-])cc1S(=O)(=O)CCC(=O)O, [Ni], O. Yields the product NCCc1c(N)cc(N)cc1S(=O)(=O)CCC(=O)O. RXN SMILES: [CH3:25][CH2:26][OH:27].[H:22][H:23].[NH2:1][CH2:2][CH2:3][c:4]1[c:5]([S:14](=[O:15])(=[O:16])[CH2:17][CH2:18][C:19](=[O:20])[OH:21])[cH:6][c:7]([N+:11]([O-:12])=[O:13])[cH:8][c:9]1[NH2:10].[Ni:28].[OH2:24]>>[NH2:1][CH2:2][CH2:3][c:4]1[c:5]([S:14](=[O:15])(=[O:16])[CH2:17][CH2:18][C:19](=[O:20])[OH:21])[cH:6][c:7]([NH2:11])[cH:8][c:9]1[NH2:10]. The reactants are BrC=1C=C(SC1)C=O (4-bromo-2-thiophenecarboxaldehyde), C(C)[Mg]Br (ethylmagnesium bromide). Run in C1CCOC1 (THF). Reaction conditions: time 2 hour. Yields the product BrC=1C=C(SC1)C(CC)O (1-(4-Bromo-2-thienyl)-1-propanol). RXN SMILES: [Br:1][C:2]1[CH:3]=[C:4]([CH:7]=[O:8])[S:5][CH:6]=1.[CH2:9]([Mg]Br)[CH3:10]>C1COCC1>[Br:1][C:2]1[CH:3]=[C:4]([CH:7]([OH:8])[CH2:9][CH3:10])[S:5][CH:6]=1. Procedure details: 30 g (157 mmol) of 4-bromo-2-thiophenecarboxaldehyde are dissolved in 200 mL of anhydrous THF. 104 mL (312 mmol) of 3.0 M ethylmagnesium bromide are added slowly and the medium is stirred for 2 hours at room temperature. After the usual treatment, an orange-coloured oil is obtained (m=33.5 g; Y=96%). The reactants are [N+](=O)([O-])C1=C2NC(C(NC2=CC(=C1Cl)Cl)=O)=O (5-nitro-6,7-dichloro-1,4-dihydro-2,3-quinoxalinedione), O.O.Cl[Sn]Cl (SnCl2.2H2O). Run in C(C)O (ethanol). Conditions: temperature 90 celsius, time 1 hour. The product is NC1=C2NC(C(NC2=CC(=C1Cl)Cl)=O)=O (5-Amino-6,7-dichloro-1,4-dihydro-2,3-quinoxalinedione). Isolated yield 43.7%. As a reaction SMILES: [N+:1]([C:4]1[C:13]([Cl:14])=[C:12]([Cl:15])[CH:11]=[C:10]2[C:5]=1[NH:6][C:7](=[O:17])[C:8](=[O:16])[NH:9]2)([O-])=O.O.O.Cl[Sn]Cl>C(O)C>[NH2:1][C:4]1[C:13]([Cl:14])=[C:12]([Cl:15])[CH:11]=[C:10]2[C:5]=1[NH:6][C:7](=[O:17])[C:8](=[O:16])[NH:9]2 |f:1.2.3|. Procedure: To a stirred mixture of 5-nitro-6,7-dichloro-1,4-dihydro-2,3-quinoxalinedione (110 mg, 0.40 mMol) in ethanol (6 mL) was added SnCl2.2H2O (448 mg, 2.0 mMol) in one portion. The mixture was refluxed at 80° C. (oil bath 90° C.) with stirring for 1 h to form a clear solution and continually refluxed for another 3 h. The mixture was then cooled to room temperature and the yellow precipitate was collected by filtration and washed with cold ethanol (2×1 mL) to give 61 mg (62%) of crude title compound (... The reactants are C(C(C)C)C=1C(OC(OC1C)(C)C)=O (5-isobutyl-2,2,6-trimethyl-2H,4H-1,3-dioxin-4-one), C=NC(C)(C1=CC(=CC=C1)Cl)C (N-methylene-1-methyl-1-(3-chlorophenyl)ethylamine). The solvent is C=1(C(=CC=CC1)C)C (Xylene). Yields the product C(C(C)C)C=1C(N(COC1C)C(C)(C1=CC(=CC=C1)Cl)C)=O (5-isobutyl-6-methyl-3-[1-methyl-1-(3-chlorophenyl)ethyl]-2,3-dihydro-4H-1,3-oxazin -4-one). The yield is 54.3%. As a reaction SMILES: [CH2:1]([C:5]1[C:6](=[O:14])O[C:8](C)(C)[O:9][C:10]=1[CH3:11])[CH:2]([CH3:4])[CH3:3].C=[N:16][C:17]([CH3:26])([C:19]1[CH:24]=[CH:23][CH:22]=[C:21]([Cl:25])[CH:20]=1)[CH3:18]>C1(C)C(C)=CC=CC=1>[CH2:1]([C:5]1[C:6](=[O:14])[N:16]([C:17]([CH3:26])([C:19]2[CH:24]=[CH:23][CH:22]=[C:21]([Cl:25])[CH:20]=2)[CH3:18])[CH2:8][O:9][C:10]=1[CH3:11])[CH:2]([CH3:3])[CH3:4]. Procedure: Xylene (1 ml) was added to a mixture of 5-isobutyl-2,2,6-trimethyl-2H,4H-1,3-dioxin-4-one (0.59 g) and N-methylene-1-methyl-1-(3-chlorophenyl)ethylamine (0.55 g), and the resulting mixture was heated at reflux for 60 minutes for reaction. The reaction mixture was purified by silica gel chromatography to obtain the captioned compound (0.52 g).